This data is from the Open Reaction Database (ORD), a public repository of structured organic reaction records. The task is: describe an organic reaction: reactants, conditions, products, and yield The reactants are NC1=CC=C2C=3C=C(C=C(C3NC2=C1)C(=O)N)Br (7-Amino-3-bromo-9H-carbazole-1-carboxamide), ClCCOCCCl (1-chloro-2-(2-chloroethoxy)ethane), C([O-])([O-])=O.[Na+].[Na+] (sodium carbonate). The solvent is CN(C)C=O (DMF). Reaction conditions: temperature 200 celsius. Yields the product BrC=1C=C(C=2NC3=CC(=CC=C3C2C1)N1CCOCC1)C(=O)N (3-bromo-7-morpholino-9H-carbazole-1-carboxamide). As a reaction SMILES: [NH2:1][C:2]1[CH:14]=[C:13]2[C:5]([C:6]3[CH:7]=[C:8]([Br:18])[CH:9]=[C:10]([C:15]([NH2:17])=[O:16])[C:11]=3[NH:12]2)=[CH:4][CH:3]=1.Cl[CH2:20][CH2:21][O:22][CH2:23][CH2:24]Cl.C(=O)([O-])[O-].[Na+].[Na+]>CN(C=O)C>[Br:18][C:8]1[CH:9]=[C:10]([C:15]([NH2:17])=[O:16])[C:11]2[NH:12][C:13]3[C:5]([C:6]=2[CH:7]=1)=[CH:4][CH:3]=[C:2]([N:1]1[CH2:24][CH2:23][O:22][CH2:21][CH2:20]1)[CH:14]=3 |f:2.3.4|. Procedure details: 7-Amino-3-bromo-9H-carbazole-1-carboxamide (250 mg, 0.822 mmol), 1-chloro-2-(2-chloroethoxy)ethane (0.387 mL, 3.29 mmol), sodium carbonate (697 mg, 6.58 mmol) were mixed in DMF (4 mL) in a sealed microwave vial. The vial was degassed and filled with N2. The mixture was heated in microwave at 200° C. for 2 hrs. The mixture was purified using preparative HPLC to give titled product. MS (ESI) m/z 374.01 (M+H)+. Reactants: CC(=O)OC(C)=O, Cc1c2n(c3ccccc13)C(=O)C(C(O)c1cn(C(c3ccccc3)(c3ccccc3)c3ccccc3)c(C)n1)CC2, c1ccncc1. Yields the product CC(=O)OC(c1cn(C(c2ccccc2)(c2ccccc2)c2ccccc2)c(C)n1)C1CCc2c(C)c3ccccc3n2C1=O. Reaction SMILES: [CH3:1][C:2](=[O:3])[O:4][C:5](=[O:6])[CH3:7].[OH:8][CH:9]([CH:10]1[CH2:11][CH2:12][c:13]2[n:14]([c:15]3[cH:16][cH:17][cH:18][cH:19][c:20]3[c:21]2[CH3:22])[C:23]1=[O:24])[c:25]1[n:26][c:27]([CH3:49])[n:28]([C:30]([c:31]2[cH:32][cH:33][cH:34][cH:35][cH:36]2)([c:37]2[cH:38][cH:39][cH:40][cH:41][cH:42]2)[c:43]2[cH:44][cH:45][cH:46][cH:47][cH:48]2)[cH:29]1.[cH:50]1[cH:51][cH:52][n:53][cH:54][cH:55]1>>[CH3:1][C:2](=[O:3])[O:8][CH:9]([CH:10]1[CH2:11][CH2:12][c:13]2[n:14]([c:15]3[cH:16][cH:17][cH:18][cH:19][c:20]3[c:21]2[CH3:22])[C:23]1=[O:24])[c:25]1[n:26][c:27]([CH3:49])[n:28]([C:30]([c:31]2[cH:32][cH:33][cH:34][cH:35][cH:36]2)([c:37]2[cH:38][cH:39][cH:40][cH:41][cH:42]2)[c:43]2[cH:44][cH:45][cH:46][cH:47][cH:48]2)[cH:29]1. Starting materials: S(=O)(O)[O-].[Na+] (sodium hydrogen sulfite), C[C@H](CC(C)O)CCC=C(C)C ((4S)-4,8-dimethyl-7-nonen-2-ol), CC(=O)C.OS(=O)(=O)O.O=[Cr](=O)=O (Jones reagent), S(O)(O)(=O)=O (sulfuric acid). Reagents/catalysts: [Cr+6] (chromium (VI)), [O-2].[O-2].[O-2].[Cr+6] (chromium trioxide). The solvent is CC(=O)C (Acetone), O (water). Run at time 2 hour. Yields the product C[C@H](CC(C)=O)CCC=C(C)C ((4S)-4,8-dimethyl-7-nonen-2-one). Isolated yield 81.8%. As a reaction SMILES: [CH3:1][C@@H:2]([CH2:7][CH2:8][CH:9]=[C:10]([CH3:12])[CH3:11])[CH2:3][CH:4]([OH:6])[CH3:5].CC(C)=O.OS(O)(=O)=O.O=[Cr](=O)=O.S(=O)(=O)(O)O.S([O-])(O)=O.[Na+]>[O-2].[O-2].[O-2].[Cr+6].[Cr+6].O.CC(C)=O>[CH3:1][C@@H:2]([CH2:7][CH2:8][CH:9]=[C:10]([CH3:11])[CH3:12])[CH2:3][C:4](=[O:6])[CH3:5] |f:1.2.3,5.6,7.8.9.10|. Reported procedure: Acetone (2,000 ml) and (4S)-4,8-dimethyl-7-nonen-2-ol (240 g) synthesized in Synthetic Example 1—1 were placed in a 5-liter, 4-necked flask equipped with a dropping funnel, thermometer, condenser, and stirrer. Jones reagent {prepared from water (520 ml), concentrated sulfuric acid (165 g), and chromium trioxide (112 g)} placed in the dropping funnel was added dropwise over a period of 4 hours under cooling with ice. After the dropwise addition, the mixture was stirred for 2 hours. Then, sodium h... The reactants are [Al], C1CCOC1, COc1ccccc1B(O)O, COC(=O)c1cccc([N+](=O)[O-])c1Cl, [Na+], [Na+], O=C([O-])[O-], c1ccc(P(c2ccccc2)(c2ccccc2)[Pd](P(c2ccccc2)(c2ccccc2)c2ccccc2)(P(c2ccccc2)(c2ccccc2)c2ccccc2)P(c2ccccc2)(c2ccccc2)c2ccccc2)cc1. Yields the product COC(=O)c1cccc([N+](=O)[O-])c1-c1ccccc1OC. Reaction SMILES: [Al:37].[CH2:32]1[O:33][CH2:34][CH2:35][CH2:36]1.[CH3:15][O:16][c:17]1[c:18]([B:23]([OH:24])[OH:25])[cH:19][cH:20][cH:21][cH:22]1.[Cl:1][c:2]1[c:3]([C:4](=[O:5])[O:6][CH3:7])[cH:8][cH:9][cH:10][c:11]1[N+:12](=[O:13])[O-:14].[Na+:26].[Na+:27].[O-:28][C:29](=[O:30])[O-:31].[cH:38]1[cH:39][cH:40][c:41]([P:42]([Pd:43]([P:44]([c:45]2[cH:46][cH:47][cH:48][cH:49][cH:50]2)([c:51]2[cH:52][cH:53][cH:54][cH:55][cH:56]2)[c:57]2[cH:58][cH:59][cH:60][cH:61][cH:62]2)([P:63]([c:64]2[cH:65][cH:66][cH:67][cH:68][cH:69]2)([c:70]2[cH:71][cH:72][cH:73][cH:74][cH:75]2)[c:76]2[cH:77][cH:78][cH:79][cH:80][cH:81]2)[P:82]([c:83]2[cH:84][cH:85][cH:86][cH:87][cH:88]2)([c:89]2[cH:90][cH:91][cH:92][cH:93][cH:94]2)[c:95]2[cH:96][cH:97][cH:98][cH:99][cH:100]2)([c:101]2[cH:102][cH:103][cH:104][cH:105][cH:106]2)[c:107]2[cH:108][cH:109][cH:110][cH:111][cH:112]2)[cH:113][cH:114]1>>[c:2]1(-[c:18]2[c:17]([O:16][CH3:15])[cH:22][cH:21][cH:20][cH:19]2)[c:3]([C:4](=[O:5])[O:6][CH3:7])[cH:8][cH:9][cH:10][c:11]1[N+:12](=[O:13])[O-:14]. Starting materials: O=C([O-])[O-], COC(C)(C)C, CO, COC(=O)c1ccnc(Cl)c1, Cl, OB(O)c1ccc(F)cc1F, [K+], [K+], Cl[Pd]Cl. The product is Cl, COC(=O)c1ccnc(-c2ccc(F)cc2F)c1. As a reaction SMILES: [C:23](=[O:24])([O-:25])[O-:26].[C:32]([O:33][CH3:34])([CH3:35])([CH3:36])[CH3:37].[CH3:30][OH:31].[Cl:1][c:2]1[cH:3][c:4]([C:5](=[O:6])[O:7][CH3:8])[cH:9][cH:10][n:11]1.[ClH:29].[F:12][c:13]1[c:14]([B:20]([OH:21])[OH:22])[cH:15][cH:16][c:17]([F:19])[cH:18]1.[K+:27].[K+:28].[Pd:38]([Cl:39])[Cl:40]>>[ClH:1].[c:2]1(-[c:14]2[c:13]([F:12])[cH:18][c:17]([F:19])[cH:16][cH:15]2)[cH:3][c:4]([C:5](=[O:6])[O:7][CH3:8])[cH:9][cH:10][n:11]1.